This data is from the Open Reaction Database (ORD), a public repository of structured organic reaction records. The task is: describe an organic reaction: reactants, conditions, products, and yield Reactants: ClC1=NC(=NC(=C1CCCl)C1=CC(=CC=C1)OC)N1CCOCC1 (4-[4-chloro-5-(2-chloroethyl)-6-(3-methoxyphenyl)-pyrimidin-2-yl]-morpholine), N1C=NC2=C1C=CC(=C2)N (1H-benzimidazol-5-ylamine). Yields the product N1C=NC2=C1C=CC(=C2)N2CCC1=C2N=C(N=C1C1=CC(=CC=C1)OC)N1CCOCC1 (7-(1H-benzimidazol-5-yl)-4-(3-methoxy-phenyl)-2-morpholin-4-yl-6,7-dihydro-5H-pyrrolo[2,3-d]pyrimidine). As a reaction SMILES: Cl[C:2]1[C:7]([CH2:8][CH2:9]Cl)=[C:6]([C:11]2[CH:16]=[CH:15][CH:14]=[C:13]([O:17][CH3:18])[CH:12]=2)[N:5]=[C:4]([N:19]2[CH2:24][CH2:23][O:22][CH2:21][CH2:20]2)[N:3]=1.[NH:25]1[C:29]2[CH:30]=[CH:31][C:32]([NH2:34])=[CH:33][C:28]=2[N:27]=[CH:26]1>>[NH:25]1[C:29]2[CH:30]=[CH:31][C:32]([N:34]3[C:2]4[N:3]=[C:4]([N:19]5[CH2:24][CH2:23][O:22][CH2:21][CH2:20]5)[N:5]=[C:6]([C:11]5[CH:16]=[CH:15][CH:14]=[C:13]([O:17][CH3:18])[CH:12]=5)[C:7]=4[CH2:8][CH2:9]3)=[CH:33][C:28]=2[N:27]=[CH:26]1. Reported procedure: In the same manner as Example 1-A-01, from 4-[4-chloro-5-(2-chloroethyl)-6-(3-methoxyphenyl)-pyrimidin-2-yl]-morpholine and 1H-benzimidazol-5-ylamine, the desired compound was obtained. Reactants: Cc1ccc(S(=O)(=O)OCC2C=Cc3cc(F)cc(-c4c(Cl)cccc4Cl)c3O2)cc1, [N-]=[N+]=[N-], [Na+], CN(C)C=O. Yields the product [N-]=[N+]=NCC1C=Cc2cc(F)cc(-c3c(Cl)cccc3Cl)c2O1. RXN SMILES: [CH3:1][c:2]1[cH:3][cH:4][c:5]([S:6]([O:7][CH2:12][CH:13]2[O:14][c:15]3[c:16](-[c:24]4[c:25]([Cl:31])[cH:26][cH:27][cH:28][c:29]4[Cl:30])[cH:17][c:18]([F:23])[cH:19][c:20]3[CH:21]=[CH:22]2)(=[O:8])=[O:9])[cH:10][cH:11]1.[N-:33]=[N+:34]=[N-:35].[Na+:32].[O:36]=[CH:37][N:38]([CH3:39])[CH3:40]>>[CH2:12]([CH:13]1[O:14][c:15]2[c:16](-[c:24]3[c:25]([Cl:31])[cH:26][cH:27][cH:28][c:29]3[Cl:30])[cH:17][c:18]([F:23])[cH:19][c:20]2[CH:21]=[CH:22]1)[N:33]=[N+:34]=[N-:35]. Starting materials: OP(=O)(O)[O-].[K+] (potassium phosphate monobasic), CO (methanol), C[C@@H]1[C@@H]2[C@H](C(=O)N2C(=C1S[C@H]3C[C@H](NC3)C(=O)N(C)C)C(=O)O)[C@@H](C)O (meropenem), C(Cl)Cl (methylene chloride). Reagents/catalysts: [Zn] (zinc). Run in O (water), O1CCCC1 (tetrahydrofuran). Conditions: temperature 27 celsius, time 1 hour. Product: C[C@@H]1[C@@H]2[C@H](C(=O)N2C(=C1S[C@H]3C[C@H](NC3)C(=O)N(C)C)C(=O)O)[C@@H](C)O.O.O.O (meropenem trihydrate). RXN SMILES: [CH3:1][C@H:2]1[C:9]([S:10][C@@H:11]2[CH2:15][NH:14][C@H:13]([C:16]([N:18]([CH3:20])[CH3:19])=[O:17])[CH2:12]2)=[C:8]([C:21]([OH:23])=[O:22])[N:7]2[C@H:3]1[C@@H:4]([C@H:24]([OH:26])[CH3:25])[C:5]2=[O:6].[OH:27]P([O-])(O)=O.[K+].C(Cl)Cl.C[OH:37]>O1CCCC1.O.[Zn]>[CH3:1][C@H:2]1[C:9]([S:10][C@@H:11]2[CH2:15][NH:14][C@H:13]([C:16]([N:18]([CH3:19])[CH3:20])=[O:17])[CH2:12]2)=[C:8]([C:21]([OH:23])=[O:22])[N:7]2[C@H:3]1[C@@H:4]([C@H:24]([OH:26])[CH3:25])[C:5]2=[O:6].[OH2:27].[OH2:37].[OH2:6] |f:1.2,8.9.10.11|. Procedure: 20 g of meropenem-PNB was dissolved in 200 mL of tetrahydrofuran. 60 g of potassium phosphate monobasic (KH2PO4) dissolved in 400 mL of water was added thereto and heated to 27° C. 80 g of zinc powder was slowly added portionwise and stirred between 25 to 35° C. for 1 hour. After the completion of the reaction was confirmed, 220 mL of methylene chloride was added and stirred for 10 minutes, and then filtered to remove zinc powder. The aqueous layer was separated and washed 2 times with 100 mL of... The reactants are ClCCl, C=CCC(CC=C)(c1ccccc1)c1ccc2nc(-c3ccc(C4OCCCO4)cc3F)sc2n1. Product: Fc1cc(C2OCCCO2)ccc1-c1nc2ccc(C3(c4ccccc4)CC=CC3)nc2s1. RXN SMILES: [Cl:36][CH2:37][Cl:38].[O:1]1[CH:2]([c:7]2[cH:8][c:9]([F:35])[c:10](-[c:13]3[s:14][c:15]4[n:16][c:17]([C:22]([CH2:23][CH:24]=[CH2:25])([CH2:26][CH:27]=[CH2:28])[c:29]5[cH:30][cH:31][cH:32][cH:33][cH:34]5)[cH:18][cH:19][c:20]4[n:21]3)[cH:11][cH:12]2)[O:3][CH2:4][CH2:5][CH2:6]1>>[O:1]1[CH:2]([c:7]2[cH:8][c:9]([F:35])[c:10](-[c:13]3[s:14][c:15]4[n:16][c:17]([C:22]5([c:29]6[cH:30][cH:31][cH:32][cH:33][cH:34]6)[CH2:23][CH:24]=[CH:25][CH2:26]5)[cH:18][cH:19][c:20]4[n:21]3)[cH:11][cH:12]2)[O:3][CH2:4][CH2:5][CH2:6]1. Starting materials: [H-].[Al+3].[Li+].[H-].[H-].[H-] (lithium aluminum hydride), C(C)OC(C(CC(C)(C)C1=C(C=CC(=C1)Br)OC)(C(F)(F)F)O)=O (4-(5-bromo-2-methoxyphenyl)-2-hydroxy-4-methyl-2-(trifluoromethyl)pentanoic acid ethyl ester), C([O-])(O)=O.[Na+] (sodium bicarbonate). The solvent is C(C)OCC (diethyl ether). Conditions: temperature 0 celsius, time 2 hour. Product: BrC=1C=CC(=C(C1)C(CC(CO)(C(F)(F)F)O)(C)C)OC (4-(5-Bromo-2-methoxyphenyl)-2-hydroxy-4-methyl-2-(trifluoromethyl)pentan-1-ol). Reaction SMILES: C([O:3][C:4](=O)[C:5]([OH:23])([C:19]([F:22])([F:21])[F:20])[CH2:6][C:7]([C:10]1[CH:15]=[C:14]([Br:16])[CH:13]=[CH:12][C:11]=1[O:17][CH3:18])([CH3:9])[CH3:8])C.[H-].[Al+3].[Li+].[H-].[H-].[H-].C(=O)(O)[O-].[Na+]>C(OCC)C>[Br:16][C:14]1[CH:13]=[CH:12][C:11]([O:17][CH3:18])=[C:10]([C:7]([CH3:9])([CH3:8])[CH2:6][C:5]([OH:23])([C:19]([F:22])([F:21])[F:20])[CH2:4][OH:3])[CH:15]=1 |f:1.2.3.4.5.6,7.8|. Procedure details: 3 g (7.25 mmol) of 4-(5-bromo-2-methoxyphenyl)-2-hydroxy-4-methyl-2-(trifluoromethyl)pentanoic acid ethyl ester is dissolved in 120 ml of diethyl ether, and the reaction mixture is cooled to 0° C. 426.5 mg (10.89 mmol) of lithium aluminum hydride is added in portions. After two hours of stirring at room temperature, starting material is no longer present. The batch is mixed with saturated sodium bicarbonate solution while being cooled in an ice bath, the precipitate is suctioned off, and it is w... The reactants are FC1=C(N)C=C(C=C1)OC (2-fluoro-5-methoxyaniline), C(C1=CC=CC=C1)=O (benzaldehyde), C(#N)[BH3-].[Na+] (Sodium cyanoborohydride). The reagents and catalysts are [Cl-].[Zn+2].[Cl-] (zinc chloride). The solvent is CO (methanol). Conditions: time 5 hour. The product is C(C1=CC=CC=C1)NC1=C(C=CC(=C1)OC)F (N-benzyl-2-fluoro-5-methoxyaniline). Isolated yield 31.3%. As a reaction SMILES: [F:1][C:2]1[CH:8]=[CH:7][C:6]([O:9][CH3:10])=[CH:5][C:3]=1[NH2:4].[CH:11](=O)[C:12]1[CH:17]=[CH:16][CH:15]=[CH:14][CH:13]=1.C([BH3-])#N.[Na+]>CO.[Cl-].[Zn+2].[Cl-]>[CH2:11]([NH:4][C:3]1[CH:5]=[C:6]([O:9][CH3:10])[CH:7]=[CH:8][C:2]=1[F:1])[C:12]1[CH:17]=[CH:16][CH:15]=[CH:14][CH:13]=1 |f:2.3,5.6.7|. Procedure: This procedure was patterned after that of Tietze and Grote, Chem Ber. 126(12), 2733 (1993). A solution of 2.73 g of 2-fluoro-5-methoxyaniline and 2.67 g of benzaldehyde in 48 ml of methanol was treated with 3.43 g of zinc chloride and then cooled in an ice bath. Sodium cyanoborohydride (1.58 g) was added in small poroom temperature ions over 30 minutes and the reaction was stirred for five hours at room temperature. After evaporation of the solvent, the residue was slurried in 40 ml of 1 N sodi...